From a dataset of the Open Reaction Database (ORD), a public repository of structured organic reaction records. describe an organic reaction: reactants, conditions, products, and yield Starting materials: [H-].[Na+] (Sodium hydride), C(C)(C)(C)OC(=O)N1CCC(CC1)C1=C(C=CC=C1)NS(=O)(=O)C (N-[2-(1-t-butoxycarbonylpiperidin-4-yl)phenyl]methanesulfonamide), CI (Methyl iodide). The solvent is O1CCCC1 (tetrahydrofuran). Conditions: time 1 hour. Yields the product C(C)(C)(C)OC(=O)N1CCC(CC1)C1=C(C=CC=C1)N(S(=O)(=O)C)C (N-[2-(1-t-Butoxycarbonylpiperidin-4-yl)phenyl]-N-methylmethanesulfonamide). The yield is 98.1%. As a reaction SMILES: [H-].[Na+].[C:3]([O:7][C:8]([N:10]1[CH2:15][CH2:14][CH:13]([C:16]2[CH:21]=[CH:20][CH:19]=[CH:18][C:17]=2[NH:22][S:23]([CH3:26])(=[O:25])=[O:24])[CH2:12][CH2:11]1)=[O:9])([CH3:6])([CH3:5])[CH3:4].[CH3:27]I>O1CCCC1>[C:3]([O:7][C:8]([N:10]1[CH2:15][CH2:14][CH:13]([C:16]2[CH:21]=[CH:20][CH:19]=[CH:18][C:17]=2[N:22]([CH3:27])[S:23]([CH3:26])(=[O:25])=[O:24])[CH2:12][CH2:11]1)=[O:9])([CH3:6])([CH3:5])[CH3:4] |f:0.1|. Reported procedure: Sodium hydride (60% dispersion in mineral oil, 73.4 mg) was added to a solution of N-[2-(1-t-butoxycarbonylpiperidin-4-yl)phenyl]methanesulfonamide (650 mg) in tetrahydrofuran (50 mL) and the mixture was stirred at room temperature for 1 h. Methyl iodide (260 mg) was added and the mixture was stirred at room temperature for 36 h. The solvent was evaporated under reduced pressure, and the residue was partitioned between water and ethyl acetate (100 mL). The organic layer was separated, dried (MgS... Reactants: Reagent T, C(CCC)[Sn](CCCC)(CCCC)Cl (tributyltin chloride). Run in C1(=CC=CC=C1)C (toluene), C1(=CC=CC=C1)C (toluene). The product is C(CCC)[SnH](CCCC)CCCC (tributyltin hydride). Yield: 97.9%. As a reaction SMILES: [CH2:1]([Sn:5](Cl)([CH2:10][CH2:11][CH2:12][CH3:13])[CH2:6][CH2:7][CH2:8][CH3:9])[CH2:2][CH2:3][CH3:4]>C1(C)C=CC=CC=1>[CH2:10]([SnH:5]([CH2:1][CH2:2][CH2:3][CH3:4])[CH2:6][CH2:7][CH2:8][CH3:9])[CH2:11][CH2:12][CH3:13]. Procedure details: An apparatus similar to that in Example 2 was charged with 205 g tributyltin chloride and 50 ml toluene. During 35 min. there was added 110 ml Reagent T with the temperature controlled at 30° C. maximum by ice bath cooling. An hour after complete addition the toluene was distilled off. The residue, including a considerable amount of solid, was distilled under vacuum to give 179.5 g crude tributyltin hydride boiling 102°-110° C./5 mm. This was redistilled to give 158.9 g boiling 104°-106° C./5 mm... The reactants are crude product, solvent, [Cl-].[OH-].[OH-].C(CCC)[Sn+3] (Monobutyltin dihydroxide monochloride), C1(CCCCCCCCCCC1)O (cyclododecanol), COC1=CC=C(C=C1)O (4-methoxyphenol), C1(O)=CC=C(O)C=C1 (hydroquinone), C(C(=C)C)(=O)OC (methyl methacrylate). Solvent: CCCCCCC (heptane). Product: 228, C(C(=C)C)(=O)OC1CCCCCCCCCCC1 (cyclododecyl methacrylate). As a reaction SMILES: [Cl-].[OH-].[OH-].C([Sn+3])CCC.[CH:9]1([OH:21])[CH2:20][CH2:19][CH2:18][CH2:17][CH2:16][CH2:15][CH2:14][CH2:13][CH2:12][CH2:11][CH2:10]1.COC1C=CC(O)=CC=1.C1(C=CC(O)=CC=1)O.[C:39](OC)(=[O:43])[C:40]([CH3:42])=[CH2:41]>CCCCCCC>[C:39]([O:21][CH:9]1[CH2:20][CH2:19][CH2:18][CH2:17][CH2:16][CH2:15][CH2:14][CH2:13][CH2:12][CH2:11][CH2:10]1)(=[O:43])[C:40]([CH3:42])=[CH2:41] |f:0.1.2.3|. Procedure: Monobutyltin dihydroxide monochloride (6.0 parts) was heated under vacuum to oligomerize it. To the oligomerized catalyst was added cyclododecanol (184 parts), 4-methoxyphenol (0.5 parts), hydroquinone (0.5 parts), heptane (50 parts) and methyl methacrylate (300 parts) and the reaction mixture was heated as in Example 1. Methanol, heptane, and excess methyl methacrylate were removed from the crude product. To remove the tin catalyst and polymerization inhibitors, the crude product containing app... The reactants are CC(C)CCCC(C)N=C=S, CCOC(C)=O, Cl, Nc1cc(Cl)sc1S(N)(=O)=O. The product is CC(C)CCCC(C)NC1=NS(=O)(=O)c2sc(Cl)cc2N1. As a reaction SMILES: [CH3:13][CH:14]([CH2:15][CH2:16][CH2:17][CH:18]([CH3:19])[CH3:20])[N:21]=[C:22]=[S:23].[CH3:24][CH2:25][O:26][C:27](=[O:28])[CH3:29].[ClH:1].[NH2:2][c:3]1[c:4]([S:9](=[O:10])(=[O:11])[NH2:12])[s:5][c:6]([Cl:8])[cH:7]1>>[NH:2]1[c:3]2[c:4]([s:5][c:6]([Cl:8])[cH:7]2)[S:9](=[O:10])(=[O:11])[N:12]=[C:22]1[NH:21][CH:14]([CH3:13])[CH2:15][CH2:16][CH2:17][CH:18]([CH3:19])[CH3:20]. The reactants are CC1=CC(=C(C#N)C=C1)C(F)(F)F (4-methyl-2-(trifluoromethyl)benzonitrile), Cl.NO (hydroxylamine hydrochloride), C([O-])(O)=O.[Na+] (sodium bicarbonate). The solvent is CO (methanol). Conditions: time 30 minute. Product: ON=C(C1=C(C=C(C=C1)C)C(F)(F)F)N (N′-hydroxy-4-methyl-2-(trifluoromethyl)benzimidamide). Yield: 45.4%. RXN SMILES: [CH3:1][C:2]1[CH:9]=[CH:8][C:5]([C:6]#[N:7])=[C:4]([C:10]([F:13])([F:12])[F:11])[CH:3]=1.Cl.[NH2:15][OH:16].C(=O)(O)[O-].[Na+]>CO>[OH:16][N:15]=[C:6]([NH2:7])[C:5]1[CH:8]=[CH:9][C:2]([CH3:1])=[CH:3][C:4]=1[C:10]([F:13])([F:11])[F:12] |f:1.2,3.4|. Procedure details: An oven-dried 20 mL reaction vial containing a stir bar was cooled under a stream of dry nitrogen. The vial was charged with 4-methyl-2-(trifluoromethyl)benzonitrile (1000 mg, 5.40 mmol), hydroxylamine hydrochloride (469 mg, 6.75 mmol), sodium bicarbonate (681 mg, 8.10 mmol), and methanol (6 mL). The vial was flushed with nitrogen, sealed, stirred at room temperature for 30 minutes, and then placed in a sand bath set to 75° C. and stirred overnight. The crude reaction material was purified by re... Starting materials: COC1=C(OC)C(=O)C(Cc2ccc(OC(C)=O)c(C(=O)Nc3cc(OC)c(OC)c(OC)c3)c2)=C(C)C1=O, CO, [Na+], O, O=C([O-])O. Yields the product COC1=C(OC)C(=O)C(Cc2ccc(O)c(C(=O)Nc3cc(OC)c(OC)c(OC)c3)c2)=C(C)C1=O. As a reaction SMILES: [CH3:1][O:2][C:3]1=[C:8]([O:9][CH3:10])[C:7](=[O:11])[C:6]([CH2:12][c:13]2[cH:14][cH:15][c:16]([O:34][C:35](=[O:36])[CH3:37])[c:17]([C:18](=[O:19])[NH:20][c:21]3[cH:22][c:23]([O:31][CH3:32])[c:24]([O:29][CH3:30])[c:25]([O:27][CH3:28])[cH:26]3)[cH:33]2)=[C:5]([CH3:38])[C:4]1=[O:39].[CH3:45][OH:46].[Na+:40].[OH2:47].[OH:41][C:42](=[O:43])[O-:44]>>[CH3:1][O:2][C:3]1=[C:8]([O:9][CH3:10])[C:7](=[O:11])[C:6]([CH2:12][c:13]2[cH:14][cH:15][c:16]([OH:34])[c:17]([C:18](=[O:19])[NH:20][c:21]3[cH:22][c:23]([O:31][CH3:32])[c:24]([O:29][CH3:30])[c:25]([O:27][CH3:28])[cH:26]3)[cH:33]2)=[C:5]([CH3:38])[C:4]1=[O:39]. The reactants are BrC1=NC(=CN=C1)Br (2,6-dibromo-pyrazine), C1(=CC=CC=C1)B(O)O (phenylboronic acid). Yields the product BrC1=NC(=CN=C1)C1=CC=CC=C1 (2-Bromo-6-phenyl-pyrazine). Reaction SMILES: Br[C:2]1[CH:7]=[N:6][CH:5]=[C:4]([Br:8])[N:3]=1.[C:9]1(B(O)O)[CH:14]=[CH:13][CH:12]=[CH:11][CH:10]=1>>[Br:8][C:4]1[CH:5]=[N:6][CH:7]=[C:2]([C:9]2[CH:14]=[CH:13][CH:12]=[CH:11][CH:10]=2)[N:3]=1. Procedure: Prepared according to the procedure described in Example 42, Step 2, using 2,6-dibromo-pyrazine and phenylboronic acid. Reactants: OCCCN1N=CC(=C1)C=1C=CC(=C2C(N(CC12)C)=O)NC1=NC(=NC=C1C(F)(F)F)NC1=C(C=C(CP(OCC)(OCC)=O)C=C1)OC (diethyl (4-{[4-({7-[1-(3-hydroxypropyl)-1H-pyrazol-4-yl]-2-methyl-3-oxo-2,3-dihydro-1H-isoindol-4-yl}amino)-5-(trifluoromethyl)pyrimidin-2-yl]amino}-3-methoxybenzyl)phosphonate), NC1=C(C(=O)NC)C=C(C=C1)C=1C=NN(C1)CCCO (2-amino-5-[1-(3-hydroxypropyl)-1H-pyrazol-4-yl]-N-methylbenzamide), ClC1=NC(=NC=C1C(F)(F)F)NC1=CC=C(CP(OCC)(OCC)=O)C=C1 (diethyl (4-{[4-chloro-5-(trifluoromethyl)pyrimidin-2-yl]amino}benzyl)phosphonate), NC1=C(C(=O)NC)C=C(C=C1)C=1C=NN(C1)CCCO (2-amino-5-[1-(3-hydroxypropyl)-1H-pyrazol-4-yl]-N-methylbenzamide). Product: OCCCN1N=CC(=C1)C1=CC(=C(C=C1)NC1=NC(=NC=C1C(F)(F)F)NC1=CC=C(CP(OCC)(OCC)=O)C=C1)C(NC)=O (Diethyl (4-{[4-({4-[1-(3-hydroxypropyl)-1H-pyrazol-4-yl]-2-(methylcarbamoyl)phenyl}amino)-5-(trifluoromethyl)pyrimidin-2-yl]amino}benzyl)phosphonate). The yield is 68.0%. As a reaction SMILES: [OH:1][CH2:2][CH2:3][CH2:4][N:5]1[CH:9]=[C:8]([C:10]2[CH:11]=[CH:12][C:13]([NH:21][C:22]3[C:27]([C:28]([F:31])([F:30])[F:29])=[CH:26][N:25]=[C:24]([NH:32][C:33]4[CH:47]=[CH:46][C:36]([CH2:37][P:38](=[O:45])([O:42][CH2:43][CH3:44])[O:39][CH2:40][CH3:41])=[CH:35][C:34]=4OC)[N:23]=3)=[C:14]3[C:18]=2[CH2:17][N:16](C)[C:15]3=[O:20])[CH:7]=[N:6]1.ClC1C(C(F)(F)F)=CN=C(NC2C=CC(CP(=O)(OCC)OCC)=CC=2)N=1.NC1C=CC(C2C=NN(CCCO)C=2)=CC=1C(NC)=O>>[OH:1][CH2:2][CH2:3][CH2:4][N:5]1[CH:9]=[C:8]([C:10]2[CH:11]=[CH:12][C:13]([NH:21][C:22]3[C:27]([C:28]([F:29])([F:31])[F:30])=[CH:26][N:25]=[C:24]([NH:32][C:33]4[CH:47]=[CH:46][C:36]([CH2:37][P:38](=[O:45])([O:42][CH2:43][CH3:44])[O:39][CH2:40][CH3:41])=[CH:35][CH:34]=4)[N:23]=3)=[C:14]([C:15](=[O:20])[NH:16][CH3:17])[CH:18]=2)[CH:7]=[N:6]1. Procedure: Prepared analogously to Compound 1B replacing Compound 1E with Compound 2C and replacing Compound 1C with 2-amino-5-[1-(3-hydroxypropyl)-1H-pyrazol-4-yl]-N-methylbenzamide (Compound 8C, 517 mg, 1.22 mmol) to afford 550 mg of the title compound (68%). 1H NMR (400 MHz, CD3OD) δ 8.36 (br. s., 1H), 8.32 (s, 1H), 8.18 (s, 1H), 8.00 (s, 1H), 7.91 (d, J=2.0 Hz, 1H), 7.69 (dd, J=2.0, 8.8 Hz, 1H), 7.47 (d, J=8.1 Hz, 2H), 7.35 (dd, J=2.4, 8.5 Hz, 2H), 4.31 (t, J=6.9 Hz, 2H), 3.98-4.10 (m, 4H), 3.57 (t, J=...